This data is from the Open Reaction Database (ORD), a public repository of structured organic reaction records. The task is: describe an organic reaction: reactants, conditions, products, and yield The reactants are O (water), O=C1CCCC=2N1C1=CC=CC=C1C2CCNC(CCCCCl)=O (6-Oxo-10-[2-(5-chlorovaleryl)aminoethyl]-6,7,8,9tetrahydropyrido[1,2-a]indole), C(C)(C)N(CC)C(C)C (diisopropylethylamine), Cl.CNC (dimethylamine hydrochloride). Run in CN(C)C=O (DMF). Reaction conditions: time 48 hour. Yields the product CN(CCCCC(=O)NCCC1=C2N(C3=CC=CC=C13)C(CCC2)=O)C (10-[2-(5-Dimethylamino-1-oxopentyl)aminoethyl]-6-oxo-6,7,8,9-tetrahydropyrido[1,2-a]indole). As a reaction SMILES: [O:1]=[C:2]1[N:7]2[C:8]3[C:13]([C:14]([CH2:15][CH2:16][NH:17][C:18](=[O:24])[CH2:19][CH2:20][CH2:21][CH2:22]Cl)=[C:6]2[CH2:5][CH2:4][CH2:3]1)=[CH:12][CH:11]=[CH:10][CH:9]=3.[CH:25]([N:28](C(C)C)[CH2:29]C)(C)C.Cl.CNC.O>CN(C=O)C>[CH3:25][N:28]([CH3:29])[CH2:22][CH2:21][CH2:20][CH2:19][C:18]([NH:17][CH2:16][CH2:15][C:14]1[C:13]2[C:8](=[CH:9][CH:10]=[CH:11][CH:12]=2)[N:7]2[C:2](=[O:1])[CH2:3][CH2:4][CH2:5][C:6]=12)=[O:24] |f:2.3|. Procedure: 15 g 6-Oxo-10-[2-(5-chlorovaleryl)aminoethyl]-6,7,8,9tetrahydropyrido[1,2-a]indole (D 3 of EP-0213696), 14.6 ml diisopropylethylamine, 1 g KI and 3.5 g dimethylamine hydrochloride were dissolved in 100 ml DMF and stirred for 48 hours at room-temperature. After further stirring for 7 hours at 40° C. the reaction mixture was dissolved with water and extracted with ethyl acetate. After acid-base separation the product was crystallised from diisopropylether. The reactants are ClC1=CC=C(C=C1)C1=CC=2N=CN(C(C2S1)=O)C1=CC(=C(C=C1)O)OC (6-(4-chlorophenyl)-3-(4-hydroxy-3-methoxyphenyl)thieno[3,2-d]pyrimidin4(3H)-one), C=1(C(=CC=CC1)S(=O)(=O)OC[C@H](C)NC(=O)OC(C)(C)C)C ((2S)-2-[(tert-butoxycarbonyl)amino]propyl toluenesulfonate), C([O-])([O-])=O.[Cs+].[Cs+] (cesium carbonate), solution, O.C(C)O (water ethanol). Solvent: CN(C)C=O (DMF). Run at temperature 75 celsius. Yields the product ClC1=CC=C(C=C1)C1=CC=2N=CN(C(C2S1)=O)C1=CC(=C(OC[C@H](C)NC(OC(C)(C)C)=O)C=C1)OC (tert-butyl (1S)-2-[4-(6-(4-chlorophenyl)-4-oxothieno[3,2-d]pyrimidin-3(4H)-yl)-2-methoxyphenoxy]-1-methylethylcarbamate). Yield: 49.0%. As a reaction SMILES: [Cl:1][C:2]1[CH:7]=[CH:6][C:5]([C:8]2[S:16][C:15]3[C:14](=[O:17])[N:13]([C:18]4[CH:23]=[CH:22][C:21]([OH:24])=[C:20]([O:25][CH3:26])[CH:19]=4)[CH:12]=[N:11][C:10]=3[CH:9]=2)=[CH:4][CH:3]=1.C1(C)C(S(O[CH2:37][C@@H:38]([NH:40][C:41]([O:43][C:44]([CH3:47])([CH3:46])[CH3:45])=[O:42])[CH3:39])(=O)=O)=CC=CC=1.C(=O)([O-])[O-].[Cs+].[Cs+].O.C(O)C>CN(C=O)C>[Cl:1][C:2]1[CH:3]=[CH:4][C:5]([C:8]2[S:16][C:15]3[C:14](=[O:17])[N:13]([C:18]4[CH:23]=[CH:22][C:21]([O:24][CH2:39][C@@H:38]([NH:40][C:41](=[O:42])[O:43][C:44]([CH3:45])([CH3:47])[CH3:46])[CH3:37])=[C:20]([O:25][CH3:26])[CH:19]=4)[CH:12]=[N:11][C:10]=3[CH:9]=2)=[CH:6][CH:7]=1 |f:2.3.4,5.6|. Procedure: To a solution of 6-(4-chlorophenyl)-3-(4-hydroxy-3-methoxyphenyl)thieno[3,2-d]pyrimidin4(3H)-one (0.29 g, 0.75 mmol, the preparation of which can be found in the section detailing the preparation of Example K1) in DMF was added (2S)-2-[(tert-butoxycarbonyl)amino]propyl toluenesulfonate (0.5 g, 1.50 mmol) and cesium carbonate (0.72 g, 2.25 mmol) and the mixture was stirred with heating at 75° C. for 12 h. The reaction was allowed to cool and 25 mL of a solution of 20% water/ethanol was added. The... The reactants are [H-].[Na+] (sodium hydride), CC1=CC=C(C=C1)CCO (2-(4-Methylphenyl)ethyl alcohol), [N+](=O)([O-])C1=CC=C(C=C1)Cl (4-nitrochlorobenzene). The yield is 89.4%. Reaction conditions: temperature 30 celsius. RXN SMILES: [H-].[Na+].[CH3:3][C:4]1[CH:9]=[CH:8][C:7]([CH2:10][CH2:11][OH:12])=[CH:6][CH:5]=1.[N+:13]([C:16]1[CH:21]=[CH:20][C:19](Cl)=[CH:18][CH:17]=1)([O-:15])=[O:14]>CS(C)=O>[CH3:3][C:4]1[CH:9]=[CH:8][C:7]([CH2:10][CH2:11][O:12][C:19]2[CH:20]=[CH:21][C:16]([N+:13]([O-:15])=[O:14])=[CH:17][CH:18]=2)=[CH:6][CH:5]=1 |f:0.1|. Run in CS(=O)C (dimethylsulfoxide). Procedure: To a solution of 65% sodium hydride (1.1 g, 0.03 mole) in dimethylsulfoxide (30 ml) were added 2-(4-methylphenyl)ethyl alcohol (VIII) (2.72 g, 0.02 mole) and 4-nitrochlorobenzene (IX: X=Cl) (3.15 g, 0.02 mole). After heating to 30° C. for 5 hours with stirring, the reaction mixture was treated in the same manner as in Example 12 to obtain 4.6 g of 4-[2-(4-methylphenyl)ethoxy]nitrobenzene (VI) as white crystals (yield, 89.5%). The product is CC1=CC=C(C=C1)CCOC1=CC=C(C=C1)[N+](=O)[O-] (4-[2-(4-methylphenyl)ethoxy]nitrobenzene). The reactants are OCCO, COC(=O)CCc1cc(C)c(C=O)c(C)c1, Cc1ccccc1. Yields the product COC(=O)CCc1cc(C)c(C2OCCO2)c(C)c1. Reaction SMILES: [CH2:17]([CH2:18][OH:19])[OH:20].[CH3:1][O:2][C:3]([CH2:4][CH2:5][c:6]1[cH:7][c:8]([CH3:15])[c:9]([CH:13]=[O:14])[c:10]([CH3:12])[cH:11]1)=[O:16].[CH3:21][c:22]1[cH:23][cH:24][cH:25][cH:26][cH:27]1>>[CH3:1][O:2][C:3]([CH2:4][CH2:5][c:6]1[cH:7][c:8]([CH3:15])[c:9]([CH:13]2[O:14][CH2:17][CH2:18][O:19]2)[c:10]([CH3:12])[cH:11]1)=[O:16].